From a dataset of the Open Reaction Database (ORD), a public repository of structured organic reaction records. describe an organic reaction: reactants, conditions, products, and yield Starting materials: C=1C=CC2=C(C1)N=NN2O (HOBt), C1CCC(CC1)N=C=NC2CCCCC2 (DCCI), N([C@@H](CC1=CC=CC=C1)C(=O)N[C@@H](CC1=CNC=N1)C(=O)O)C(=O)OCC1=CC=CC=C1 (Z-Phe-His-OH), N[C@@H](CC(C)C)C(=O)N[C@@H](C(C)C)C(=O)O.C(C)(C)(C)OC(=O)CCCCCCC[NH-] (H-Leu-Val 7-tert.-butoxycarbonylheptyl amide). The product is N([C@@H](CC1=CC=CC=C1)C(=O)N[C@@H](CC1=CNC=N1)C(=O)N[C@@H](CC(C)C)C(=O)N[C@@H](C(C)C)C(=O)O)C(=O)OCC1=CC=CC=C1.C(C)(C)(C)OC(=O)CCCCCCC[NH-] (Z-Phe-His-Leu-Val 7-tert.-butoxycarbonylheptyl amide), ( B4 ). RXN SMILES: [NH:1]([C:23]([O:25][CH2:26][C:27]1[CH:32]=[CH:31][CH:30]=[CH:29][CH:28]=1)=[O:24])[C@H:2]([C:10]([NH:12][C@H:13]([C:20](O)=[O:21])[CH2:14][C:15]1[N:19]=[CH:18][NH:17][CH:16]=1)=[O:11])[CH2:3][C:4]1[CH:9]=[CH:8][CH:7]=[CH:6][CH:5]=1.[NH2:33][C@H:34]([C:39]([NH:41][C@H:42]([C:46]([OH:48])=[O:47])[CH:43]([CH3:45])[CH3:44])=[O:40])[CH2:35][CH:36]([CH3:38])[CH3:37].[C:49]([O:53][C:54]([CH2:56][CH2:57][CH2:58][CH2:59][CH2:60][CH2:61][CH2:62][NH-:63])=[O:55])([CH3:52])([CH3:51])[CH3:50].C1C=CC2N(O)N=NC=2C=1.C1CCC(N=C=NC2CCCCC2)CC1>>[NH:1]([C:23]([O:25][CH2:26][C:27]1[CH:32]=[CH:31][CH:30]=[CH:29][CH:28]=1)=[O:24])[C@H:2]([C:10]([NH:12][C@H:13]([C:20]([NH:33][C@H:34]([C:39]([NH:41][C@H:42]([C:46]([OH:48])=[O:47])[CH:43]([CH3:44])[CH3:45])=[O:40])[CH2:35][CH:36]([CH3:37])[CH3:38])=[O:21])[CH2:14][C:15]1[N:19]=[CH:18][NH:17][CH:16]=1)=[O:11])[CH2:3][C:4]1[CH:9]=[CH:8][CH:7]=[CH:6][CH:5]=1.[C:49]([O:53][C:54]([CH2:56][CH2:57][CH2:58][CH2:59][CH2:60][CH2:61][CH2:62][NH-:63])=[O:55])([CH3:52])([CH3:51])[CH3:50] |f:1.2,5.6|. Reported procedure: In manner analogous to that described in Example 1, using as starting materials 153 mg of Z-Phe-His-OH, 150 mg of H-Leu-Val-7-tert.-butoxycarbonylheptyl amide (Example 5a), 54 mg of HOBt and 94 mg of DCCI, the title compound is obtained after flash chromatography (100 g of silica gel 60, 40-63 μm, system B3), Rf (N8)=0.40, Rf (B4)=0.55. The reactants are COC(C)(C)OC, CC#N, CC(=O)O, ClC(Cl)Cl, Nn1cnc2cnc3ccccc3c21. The product is CC(C)=Nn1cnc2cnc3ccccc3c21. As a reaction SMILES: [CH3:15][O:16][C:17]([CH3:18])([CH3:19])[O:20][CH3:21].[CH3:22][C:23]#[N:24].[CH3:25][C:26](=[O:27])[OH:28].[Cl:29][CH:30]([Cl:31])[Cl:32].[n:1]1([NH2:14])[cH:2][n:3][c:4]2[cH:5][n:6][c:7]3[cH:8][cH:9][cH:10][cH:11][c:12]3[c:13]12>>[n:1]1([N:14]=[C:17]([CH3:18])[CH3:19])[cH:2][n:3][c:4]2[cH:5][n:6][c:7]3[cH:8][cH:9][cH:10][cH:11][c:12]3[c:13]12.